Dataset: the Open Reaction Database (ORD), a public repository of structured organic reaction records. Task: describe an organic reaction: reactants, conditions, products, and yield Starting materials: CN1CCCC1=O, COC(=O)c1cc(S(C)(=O)=O)c(F)cc1C, CS(=O)(=O)Nc1cccc(S(F)(F)(F)(F)F)c1. Yields the product COC(=O)c1cc(S(C)(=O)=O)c(Nc2cccc(S(F)(F)(F)(F)F)c2)cc1C. Reaction SMILES: [CH3:34][N:35]1[CH2:36][CH2:37][CH2:38][C:39]1=[O:40].[F:18][c:19]1[cH:20][c:21]([CH3:33])[c:22]([C:23](=[O:24])[O:25][CH3:26])[cH:27][c:28]1[S:29](=[O:30])(=[O:31])[CH3:32].[F:1][S:2]([c:3]1[cH:4][c:5]([NH:9][S:10]([CH3:11])(=[O:12])=[O:13])[cH:6][cH:7][cH:8]1)([F:14])([F:15])([F:16])[F:17]>>[F:1][S:2]([c:3]1[cH:4][c:5]([NH:9][c:19]2[cH:20][c:21]([CH3:33])[c:22]([C:23](=[O:24])[O:25][CH3:26])[cH:27][c:28]2[S:29](=[O:30])(=[O:31])[CH3:32])[cH:6][cH:7][cH:8]1)([F:14])([F:15])([F:16])[F:17]. Starting materials: Cc1cccc(CCBr)c1, CC1CNCCC1(C)c1cccc(-c2c[nH]nn2)c1, CN(C)C=O, [Na+], O=C([O-])O. The product is Cc1cccc(CCN2CCC(C)(c3cccc(-c4c[nH]nn4)c3)C(C)C2)c1. RXN SMILES: [Br:20][CH2:21][CH2:22][c:23]1[cH:24][c:25]([CH3:29])[cH:26][cH:27][cH:28]1.[CH3:1][CH:2]1[CH2:3][NH:4][CH2:5][CH2:6][C:7]1([c:8]1[cH:9][c:10](-[c:14]2[n:15][n:16][nH:17][cH:18]2)[cH:11][cH:12][cH:13]1)[CH3:19].[CH3:35][N:36]([CH3:37])[CH:38]=[O:39].[Na+:30].[OH:31][C:32](=[O:33])[O-:34]>>[CH3:1][CH:2]1[CH2:3][N:4]([CH2:21][CH2:22][c:23]2[cH:24][c:25]([CH3:29])[cH:26][cH:27][cH:28]2)[CH2:5][CH2:6][C:7]1([c:8]1[cH:9][c:10](-[c:14]2[n:15][n:16][nH:17][cH:18]2)[cH:11][cH:12][cH:13]1)[CH3:19]. The reactants are NC1=NC=2CC(CC(C2C=N1)=O)C1=CC=C(C=C1)Cl (2-amino-7-(4-chloro-phenyl)-7,8-dihydro-6H-quinazolin-5-one), CN(C)C=C1C(CC(CC1=O)C1=C(C=CC=C1)F)=O (2-dimethylaminomethylene-5-(2-fluoro-phenyl)-cyclohexane-1,3-dione), Cl.NC(=N)N (guanidine hydrochloride), C([O-])([O-])=O.[Na+].[Na+] (sodium carbonate). The product is NC1=NC=2CC(CC(C2C=N1)=O)C1=C(C=CC=C1)F (2-Amino-7-(2-fluoro-phenyl)-7,8-dihydro-6H-quinazolin-5-one). As a reaction SMILES: CN([CH:4]=[C:5]1[C:10](=O)[CH2:9][CH:8]([C:12]2[CH:17]=[CH:16][CH:15]=[CH:14][C:13]=2[F:18])[CH2:7][C:6]1=[O:19])C.Cl.[NH2:21][C:22]([NH2:24])=[NH:23].C(=O)([O-])[O-].[Na+].[Na+].NC1N=CC2C(=O)CC(C3C=CC(Cl)=CC=3)CC=2N=1>>[NH2:23][C:22]1[N:24]=[CH:4][C:5]2[C:6](=[O:19])[CH2:7][CH:8]([C:12]3[CH:17]=[CH:16][CH:15]=[CH:14][C:13]=3[F:18])[CH2:9][C:10]=2[N:21]=1 |f:1.2,3.4.5|. Procedure: The title compound was prepared from 2-dimethylaminomethylene-5-(2-fluoro-phenyl)-cyclohexane-1,3-dione (919 mg, 3.53 mmol) from stage 1, guanidine hydrochloride (673 mg, 7.04 mmol) and sodium carbonate (1.12 g, 10.59 mmol), following the procedure described for the synthesis of 2-amino-7-(4-chloro-phenyl)-7,8-dihydro-6H-quinazolin-5-one (example 2/a stage 2) except that the mixture was heated at reflux for 16 h. The reactants are Cl (hydrochloric acid), solution, [OH-].[Na+] (sodium hydroxide), C(C1=CC=CC=C1)OC1=CC=C(C(=O)OC)C=C1 (methyl 4-benzyloxybenzoate). The solvent is CO (methanol). Product: C(C1=CC=CC=C1)OC1=CC=C(C(=O)O)C=C1 (4-Benzyloxybenzoic acid). Isolated yield 96.2%. RXN SMILES: [CH2:1]([O:8][C:9]1[CH:18]=[CH:17][C:12]([C:13]([O:15]C)=[O:14])=[CH:11][CH:10]=1)[C:2]1[CH:7]=[CH:6][CH:5]=[CH:4][CH:3]=1.[OH-].[Na+].Cl>CO>[CH2:1]([O:8][C:9]1[CH:10]=[CH:11][C:12]([C:13]([OH:15])=[O:14])=[CH:17][CH:18]=1)[C:2]1[CH:3]=[CH:4][CH:5]=[CH:6][CH:7]=1 |f:1.2|. Reported procedure: To a suspension of 15.0 g of methyl 4-benzyloxybenzoate in 225 ml of methanol were added 18.6 ml of a 5N solution of sodium hydroxide. The mixture was heated at reflux for 18 hours. The solution was cooled to room temperature and acidified to pH 3 by addition of 6N hydrochloric acid. The resulting white precipitate was filtered to give 13.6 g of the title compound: 300-MHz 1H NMR (DMSO-d6) δ5.18 (s, 2 H), 7.04 (d, J=9 Hz, 2 H), 7.26-7.49 (m, 5 H), 7.86 (d, J=9 Hz, 2 H), 12.3 (b s, 1 H). Starting materials: OCC1CNCCC1C1=CC=CC=C1 (3-hydroxymethyl-4-phenyl-piperidine), ( V ), C1OC2=C(O1)C=C(C=C2)O (sesamol). Yields the product O1COC2=C1C=CC(=C2)OCC2CNCCC2C2=CC=CC=C2 (3-[(1,3-benzodioxol-5-yloxi)methyl-]4-phenyl-piperidine). RXN SMILES: [OH:1][CH2:2][CH:3]1[CH:8]([C:9]2[CH:14]=[CH:13][CH:12]=[CH:11][CH:10]=2)[CH2:7][CH2:6][NH:5][CH2:4]1.[CH2:15]1[O:19][C:18]2[CH:20]=[C:21](O)[CH:22]=[CH:23][C:17]=2[O:16]1>>[O:16]1[C:17]2[CH:23]=[CH:22][C:21]([O:1][CH2:2][CH:3]3[CH:8]([C:9]4[CH:14]=[CH:13][CH:12]=[CH:11][CH:10]=4)[CH2:7][CH2:6][NH:5][CH2:4]3)=[CH:20][C:18]=2[O:19][CH2:15]1. Procedure: reaction of 3-hydroxymethyl-4-phenyl-piperidine of formula (V) coming from step b) with sesamol (VI) to obtain the formula (I) 3-[(1,3-benzodioxol-5-yloxi)methyl-]4-phenyl-piperidine: The reactants are N(=C=S)C1=CC=C(C=C1)S(=O)(=O)N[Si](C)(C)C(C)(C)C (4-isothiocyanato-N-(TBDMS)-benzenesulfonamide), COC1=CC=C(C=C1)C1=CC=CC2=C1SC=C2C2=CC(=NN2)NC2=CC=C(C=C2)S(=O)(=O)N (4-{5-[7-(4-methoxy-phenyl)-benzo[b]thiophen-3-yl]-1H-pyrazol-3-ylamino]-benzenesulfonamide), O (H2O). The product is COC=1C=CC2=C(SC=C2C2=CC(=NN2)NC2=CC=C(C=C2)S(=O)(=O)N)C1 (4-[5-(6-Methoxy-benzo[b]Thiophen-3-yl)-1H-pyrazol-3-ylamino]-Benzenesulfonamide). Yield: 34.0%. Reaction SMILES: N(C1C=CC(S(N[Si](C(C)(C)C)(C)C)(=O)=O)=CC=1)=[C:2]=S.COC1C=CC([C:29]2[C:34]3[S:35][CH:36]=[C:37]([C:38]4[NH:42][N:41]=[C:40]([NH:43][C:44]5[CH:49]=[CH:48][C:47]([S:50]([NH2:53])(=[O:52])=[O:51])=[CH:46][CH:45]=5)[CH:39]=4)[C:33]=3[CH:32]=[CH:31][CH:30]=2)=CC=1.[OH2:54]>>[CH3:2][O:54][C:30]1[CH:31]=[CH:32][C:33]2[C:37]([C:38]3[NH:42][N:41]=[C:40]([NH:43][C:44]4[CH:45]=[CH:46][C:47]([S:50]([NH2:53])(=[O:52])=[O:51])=[CH:48][CH:49]=4)[CH:39]=3)=[CH:36][S:35][C:34]=2[CH:29]=1. Procedure: Prepared in 34% yield from 3-acetyl-6-methoxy-benzolblthiophene and 4-isothiocyanato-N-(TBDMS)-benzenesulfonamide analogous to the procedure for 4-{5-[7-(4-methoxy-phenyl)-benzo[b]thiophen-3-yl]-1H-pyrazol-3-ylamino]-benzenesulfonamide [Example 3(d)]. 1H NMR (300 MHz, DMSO-d6) 6 12.60 (s, 1H), 9.10 (s, 1H), 7.92 (d, 1H, J=8.7Hz), 7.80 (s, 1H), 7.65 (app d, 3H, J=8.7Hz), 7.48 (d, 2H, J=8.1Hz), 7.12 (d, 1H, J 8.7Hz), 7.05 (s, 2H), 6.28 (s, 1H), 3.85 (s, 3H). Anal. (C18H16N4O3S20.35 H2O) C. H, N, S... Starting materials: CC=1C(=C(C(=C(O)C1)C)C)O (Trimethylhydroquinone), ClCC(C=C)(O)C (1-Chloro-2-methylbut-3-en-2-ol), B(F)(F)F (boron trifluoride), B(F)(F)F (boron trifluoride). Run in ClC1=CC=CC=C1 (chlorobenzene), CCCCCC (hexane), C(C)OCC (diethyl ether). Run at time 30 minute. The product is ClCC(=CCC1=C(C(=C(C(=C1C)O)C)C)O)C (2-(1-chloro-2-methylbut-2-en-4-yl)-1,4-dihydroxy-3,5,6-trimethylbenzene). Yield: 62.8%. As a reaction SMILES: [CH3:1][C:2]1[C:3]([OH:11])=[C:4]([CH3:10])[C:5]([CH3:9])=[C:6]([CH:8]=1)[OH:7].B(F)(F)F.[Cl:16][CH2:17][C:18]([CH3:22])(O)[CH:19]=[CH2:20]>ClC1C=CC=CC=1.CCCCCC.C(OCC)C>[Cl:16][CH2:17][C:18]([CH3:22])=[CH:19][CH2:20][C:8]1[C:2]([CH3:1])=[C:3]([OH:11])[C:4]([CH3:10])=[C:5]([CH3:9])[C:6]=1[OH:7]. Procedure details: Trimethylhydroquinone (2.00 g, 14 mmol) was suspended at room temperature in a mixture of chlorobenzene (10 ml) and hexane (5 ml). Boron trifluoride diethyl ether complex (3.60 ml of a 48 percent strength solution of boron trifluoride in diethyl ether, 1.95 g of boron trifluoride, 28 mmol) was then added in the course of 15 min. 1-Chloro-2-methylbut-3-en-2-ol 92.42 g, 20 mmol) was then added dropwise in the course of 15 min. After 30 min., the reaction mixture was filtered, and the filtrate was ... The reactants are CCOC(C)=O, [H][H], O=[N+]([O-])c1ccc(C2CCNCC2)cc1. Yields the product Nc1ccc(C2CCNCC2)cc1. As a reaction SMILES: [CH3:18][CH2:19][O:20][C:21](=[O:22])[CH3:23].[H:16][H:17].[N+:1]([O-:2])(=[O:3])[c:4]1[cH:5][cH:6][c:7]([CH:10]2[CH2:11][CH2:12][NH:13][CH2:14][CH2:15]2)[cH:8][cH:9]1>>[NH2:1][c:4]1[cH:5][cH:6][c:7]([CH:10]2[CH2:11][CH2:12][NH:13][CH2:14][CH2:15]2)[cH:8][cH:9]1. RXN SMILES: [BH4-:30].[CH3:1][O:2][C:3]([CH2:4][c:5]1[cH:6][cH:7][c:8]([C:11]#[C:12][c:13]2[cH:14][c:15]3[c:20]([c:21]([CH:23]=[O:24])[cH:22]2)[O:19][C:18]([CH3:25])([CH3:26])[CH2:17][C:16]3([CH3:27])[CH3:28])[cH:9][cH:10]1)=[O:29].[CH3:32][OH:33].[Na+:31]>>[CH3:1][O:2][C:3]([CH2:4][c:5]1[cH:6][cH:7][c:8]([C:11]#[C:12][c:13]2[cH:14][c:15]3[c:20]([c:21]([CH2:23][OH:24])[cH:22]2)[O:19][C:18]([CH3:25])([CH3:26])[CH2:17][C:16]3([CH3:27])[CH3:28])[cH:9][cH:10]1)=[O:29]. Starting materials: [BH4-], COC(=O)Cc1ccc(C#Cc2cc(C=O)c3c(c2)C(C)(C)CC(C)(C)O3)cc1, CO, [Na+]. Product: COC(=O)Cc1ccc(C#Cc2cc(CO)c3c(c2)C(C)(C)CC(C)(C)O3)cc1. The reactants are Cc1c(OC(=O)C(C)(C)C)cn2ncnc(Cl)c12, CC#N, O=C(Cc1ccc(F)cc1)NC(=S)Nc1ccc(O)c(F)c1, C1CN2CCN1CC2. Product: Cc1c(OC(=O)C(C)(C)C)cn2ncnc(Oc3ccc(NC(=S)NC(=O)Cc4ccc(F)cc4)cc3F)c12. Reaction SMILES: [C:23]([C:24]([CH3:25])([CH3:26])[CH3:27])(=[O:28])[O:29][c:30]1[c:31]([CH3:40])[c:32]2[c:33]([Cl:39])[n:34][cH:35][n:36][n:37]2[cH:38]1.[CH3:49][C:50]#[N:51].[F:1][c:2]1[cH:3][c:4]([NH:9][C:10](=[S:11])[NH:12][C:13]([CH2:14][c:15]2[cH:16][cH:17][c:18]([F:21])[cH:19][cH:20]2)=[O:22])[cH:5][cH:6][c:7]1[OH:8].[N:41]12[CH2:42][CH2:43][N:44]([CH2:45][CH2:46]1)[CH2:47][CH2:48]2>>[F:1][c:2]1[cH:3][c:4]([NH:9][C:10](=[S:11])[NH:12][C:13]([CH2:14][c:15]2[cH:16][cH:17][c:18]([F:21])[cH:19][cH:20]2)=[O:22])[cH:5][cH:6][c:7]1[O:8][c:33]1[c:32]2[c:31]([CH3:40])[c:30]([O:29][C:23]([C:24]([CH3:25])([CH3:26])[CH3:27])=[O:28])[cH:38][n:37]2[n:36][cH:35][n:34]1.